From a dataset of the Open Reaction Database (ORD), a public repository of structured organic reaction records. describe an organic reaction: reactants, conditions, products, and yield Reactants: [BH4-].[Na+] (sodium borohydride), ClC(=O)OCC(C)C (isobutyl chloroformate), CN1CCOCC1 (N-methylmorpholine), C(C)(C)(C)OC(=O)NCC[C@@H](C(=O)O)NC(=O)OCC1C2=CC=CC=C2C=2C=CC=CC12 ((S)-4-tert-Butoxycarbonylamino-2-(9H-fluoren-9-ylmethoxycarbonylamino)butyric acid). Solvent: O1CCCC1 (tetrahydrofuran), O (water). Run at temperature -15 celsius, time 1 hour. The product is C(C)(C)(C)OC(NCC[C@@H](CO)NC(=O)OCC1C2=CC=CC=C2C=2C=CC=CC12)=O ([(S)-3-(9H-fluoren-9-ylmethoxycarbonylamino)-4-hydroxybutyl]carbamic acid tert-butyl ester). Isolated yield 86.0%. Reaction SMILES: [C:1]([O:5][C:6]([NH:8][CH2:9][CH2:10][C@H:11]([NH:15][C:16]([O:18][CH2:19][CH:20]1[C:32]2[CH:31]=[CH:30][CH:29]=[CH:28][C:27]=2[C:26]2[C:21]1=[CH:22][CH:23]=[CH:24][CH:25]=2)=[O:17])[C:12](O)=[O:13])=[O:7])([CH3:4])([CH3:3])[CH3:2].ClC(OCC(C)C)=O.CN1CCOCC1.[BH4-].[Na+]>O1CCCC1.O>[C:1]([O:5][C:6](=[O:7])[NH:8][CH2:9][CH2:10][C@H:11]([NH:15][C:16]([O:18][CH2:19][CH:20]1[C:21]2[CH:22]=[CH:23][CH:24]=[CH:25][C:26]=2[C:27]2[C:32]1=[CH:31][CH:30]=[CH:29][CH:28]=2)=[O:17])[CH2:12][OH:13])([CH3:4])([CH3:2])[CH3:3] |f:3.4|. Reported procedure: (S)-4-tert-Butoxycarbonylamino-2-(9H-fluoren-9-ylmethoxycarbonylamino)butyric acid (493 mg, 1.12 mmol) was dissolved in tetrahydrofuran (1 ml), and then isobutyl chloroformate (0.15 ml, 1.14 mmol) and N-methylmorpholine (0.125 ml, 1.15 mmol) were added thereto at −15° C. After stirring for one hour, the precipitate was filtrated and washed with tetrahydrofuran (7 ml). The filtrate was cooled to −15° C., and an aqueous solution (4 ml) of sodium borohydride (127 mg, 3.36 mmol) was dropwise added t... Reactants: [H][H] (hydrogen), S1C(=CC=C1)CC(=O)NC1[C@@H]2N(C(=C(CS2)NC(=O)OCC2=CC=C(C=C2)[N+](=O)[O-])C(=O)OC(C2=CC=CC=C2)C2=CC=CC=C2)C1=O (benzhydryl 7-(2-thienylacetamido)-3-(4-nitrobenzyloxycarbonylamino)-3-cephem-4-carboxylate), 3A, C(Cl)Cl (methylene chloride), CO (methanol). The reagents and catalysts are [Pd] (palladium on carbon). The solvent is C(C)O (ethanol). The product is S1C(=CC=C1)CC(=O)NC1[C@@H]2N(C(=C(CS2)N)C(=O)OC(C2=CC=CC=C2)C2=CC=CC=C2)C1=O (Benzhydryl 7-(2-thienylacetamido)-3-amino-3-cephem-4-carboxylate). Yield: 97.8%. As a reaction SMILES: [S:1]1[CH:5]=[CH:4][CH:3]=[C:2]1[CH2:6][C:7]([NH:9][CH:10]1[C:47](=[O:48])[N:12]2[C:13]([C:31]([O:33][CH:34]([C:41]3[CH:46]=[CH:45][CH:44]=[CH:43][CH:42]=3)[C:35]3[CH:40]=[CH:39][CH:38]=[CH:37][CH:36]=3)=[O:32])=[C:14]([NH:17]C(OCC3C=CC([N+]([O-])=O)=CC=3)=O)[CH2:15][S:16][C@H:11]12)=[O:8].C(Cl)Cl.CO.[H][H]>[Pd].C(O)C>[S:1]1[CH:5]=[CH:4][CH:3]=[C:2]1[CH2:6][C:7]([NH:9][CH:10]1[C:47](=[O:48])[N:12]2[C:13]([C:31]([O:33][CH:34]([C:35]3[CH:40]=[CH:39][CH:38]=[CH:37][CH:36]=3)[C:41]3[CH:46]=[CH:45][CH:44]=[CH:43][CH:42]=3)=[O:32])=[C:14]([NH2:17])[CH2:15][S:16][C@H:11]12)=[O:8]. Procedure: A solution of 0.178 g. (0.26 mmole) of benzhydryl 7-(2-thienylacetamido)-3-(4-nitrobenzyloxycarbonylamino)-3-cephem-4-carboxylate in 3 ml. of methylene chloride was combined with 70 ml. of methanol and 0.178 g. of 5 percent palladium on carbon (prereduced with hydrogen at 50 psi for 15 minutes) in 30 ml. of 3A ethanol. The alcoholic mixture was reduced with hydrogen at 50 psi for 3.5 hours. The catalyst was filtered and washed with hot 3A ethanol. The filtrate and washings were combined and evap... Starting materials: BrC=1C(=NC(=CN1)Br)N=CN(C)C (N′-(3,6-dibromo-pyrazin-2-yl)-N,N-dimethylformamidine), Cl.NO (hydroxylamine hydrochloride). Run in CO (methanol). Run at time 16 hour. Yields the product BrC=1C(=NC(=CN1)Br)NC=NO (N-(3,6-Dibromo-pyrazin-2-yl)-N′-hydroxyformamidine). The yield is 97.0%. RXN SMILES: [Br:1][C:2]1[C:3]([N:9]=[CH:10][N:11](C)C)=[N:4][C:5]([Br:8])=[CH:6][N:7]=1.Cl.N[OH:16]>CO>[Br:1][C:2]1[C:3]([NH:9][CH:10]=[N:11][OH:16])=[N:4][C:5]([Br:8])=[CH:6][N:7]=1 |f:1.2|. Procedure details: To a solution of N′-(3,6-dibromo-pyrazin-2-yl)-N,N-dimethylformamidine (18.6 g, 60.80 mmol) in methanol (200 mL) is added hydroxylamine hydrochloride (5.91 g, 85.12 mmol) in one portion. The reaction is stirred at room temperature for 16 hours. The solvent is evaporated and the solid residue is treated with cold (ice cooling) water and collected by filtration. The precipitate is washed twice with water and petroleum ether and dried in vacuo yielding the title compound (17.45 g) as a white solid.... Reactants: NC(=O)C(c1ccccc1)(c1ccccc1)C1CCN(CCCCCCCO)C1, CS(C)=O, CCN(C(C)C)C(C)C, ClCCl, O, O=S(=O)=O, c1ccncc1. Product: NC(=O)C(c1ccccc1)(c1ccccc1)C1CCN(CCCCCCC=O)C1. Reaction SMILES: [C:1]([NH2:2])(=[O:3])[C:4]([c:5]1[cH:6][cH:7][cH:8][cH:9][cH:10]1)([c:11]1[cH:12][cH:13][cH:14][cH:15][cH:16]1)[CH:17]1[CH2:18][N:19]([CH2:22][CH2:23][CH2:24][CH2:25][CH2:26][CH2:27][CH2:28][OH:29])[CH2:20][CH2:21]1.[CH3:39][S:40]([CH3:41])=[O:42].[CH:30]([N:31]([CH2:32][CH3:33])[CH:34]([CH3:35])[CH3:36])([CH3:37])[CH3:38].[Cl:53][CH2:54][Cl:55].[OH2:56].[S:49](=[O:50])(=[O:51])=[O:52].[n:43]1[cH:44][cH:45][cH:46][cH:47][cH:48]1>>[C:1]([NH2:2])(=[O:3])[C:4]([c:5]1[cH:6][cH:7][cH:8][cH:9][cH:10]1)([c:11]1[cH:12][cH:13][cH:14][cH:15][cH:16]1)[CH:17]1[CH2:18][N:19]([CH2:22][CH2:23][CH2:24][CH2:25][CH2:26][CH2:27][CH:28]=[O:29])[CH2:20][CH2:21]1. Reactants: Cc1ccccc1, O=C=NCc1ccc(Cl)c(Cl)c1, Cc1cc2c(N)cccc2cn1. The product is Cc1cc2c(NC(=O)NCc3ccc(Cl)c(Cl)c3)cccc2cn1. Reaction SMILES: [CH3:25][c:26]1[cH:27][cH:28][cH:29][cH:30][cH:31]1.[Cl:13][c:14]1[c:15]([Cl:24])[cH:16][c:17]([CH2:20][N:21]=[C:22]=[O:23])[cH:18][cH:19]1.[NH2:1][c:2]1[c:3]2[cH:4][c:5]([CH3:12])[n:6][cH:7][c:8]2[cH:9][cH:10][cH:11]1>>[NH:1]([c:2]1[c:3]2[cH:4][c:5]([CH3:12])[n:6][cH:7][c:8]2[cH:9][cH:10][cH:11]1)[C:22]([NH:21][CH2:20][c:17]1[cH:16][c:15]([Cl:24])[c:14]([Cl:13])[cH:19][cH:18]1)=[O:23]. The reactants are CCSC1=NC(=O)C(=Cc2ccc3c(cnn3Cc3ccc(O)cc3C(F)(F)F)c2)S1, OCC1CNCCO1. Product: O=C1N=C(N2CCOC(CO)C2)SC1=Cc1ccc2c(cnn2Cc2ccc(O)cc2C(F)(F)F)c1. Reaction SMILES: [CH2:1]([S:2][C:4]1=[N:8][C:7](=[O:9])[C:6](=[CH:10][c:11]2[cH:12][c:13]3[cH:14][n:15][n:16]([CH2:20][c:21]4[c:22]([C:28]([F:29])([F:30])[F:31])[cH:23][c:24]([OH:27])[cH:25][cH:26]4)[c:17]3[cH:18][cH:19]2)[S:5]1)[CH3:3].[O:32]1[CH:33]([CH2:38][OH:39])[CH2:34][NH:35][CH2:36][CH2:37]1>>[C:4]1([N:35]2[CH2:34][CH:33]([CH2:38][OH:39])[O:32][CH2:37][CH2:36]2)=[N:8][C:7](=[O:9])[C:6](=[CH:10][c:11]2[cH:12][c:13]3[cH:14][n:15][n:16]([CH2:20][c:21]4[c:22]([C:28]([F:29])([F:30])[F:31])[cH:23][c:24]([OH:27])[cH:25][cH:26]4)[c:17]3[cH:18][cH:19]2)[S:5]1. The reactants are COc1ccc(-c2ccccc2)c2sc(NC(=S)NC(=O)c3ccccc3)nc12, C[O-], CO, [Na+]. Product: COc1ccc(-c2ccccc2)c2sc(NC(N)=S)nc12. Reaction SMILES: [C:1](=[O:2])([c:3]1[cH:4][cH:5][cH:6][cH:7][cH:8]1)[NH:9][C:10](=[S:11])[NH:12][c:13]1[s:14][c:15]2[c:16]([n:17]1)[c:18]([O:28][CH3:29])[cH:19][cH:20][c:21]2-[c:22]1[cH:23][cH:24][cH:25][cH:26][cH:27]1.[CH3:30][O-:31].[CH3:33][OH:34].[Na+:32]>>[NH2:9][C:10](=[S:11])[NH:12][c:13]1[s:14][c:15]2[c:16]([n:17]1)[c:18]([O:28][CH3:29])[cH:19][cH:20][c:21]2-[c:22]1[cH:23][cH:24][cH:25][cH:26][cH:27]1. Reactants: NC=1C=C(C=CC1)O (m-aminophenol), [Br-].O=C1[NH+](CN(C(N1C)=O)C)C (2,4-dioxo-1,2,3,4-tetrahydro-1,3,5-trimethyl-s-triazinium bromide), C([O-])(O)=O.[Na+] (sodium bicarbonate). Solvent: O (water). The product is O=C1N(C(N(C(N1C)=O)C)C1=C(C=C(C=C1)N)O)C (2,4-Dioxo-hexahydro-1,3,5-trimethyl-6-[2-hydroxy-4-amino-phenyl]-s-triazine). Reaction SMILES: [Br-].[O:2]=[C:3]1[N:8]([CH3:9])[C:7](=[O:10])[N:6]([CH3:11])[CH2:5][NH+:4]1[CH3:12].[NH2:13][C:14]1[CH:15]=[C:16]([OH:20])[CH:17]=[CH:18][CH:19]=1.C(=O)(O)[O-].[Na+]>O>[O:2]=[C:3]1[N:8]([CH3:9])[C:7](=[O:10])[N:6]([CH3:11])[CH:5]([C:17]2[CH:18]=[CH:19][C:14]([NH2:13])=[CH:15][C:16]=2[OH:20])[N:4]1[CH3:12] |f:0.1,3.4|. Procedure: 23.6 g (0.1 mol) of 2,4-dioxo-1,2,3,4-tetrahydro-1,3,5-trimethyl-s-triazinium bromide are dissolved in 50 ml of water and 10.9 g (0.1 mol) of m-aminophenol are added. After a few minutes, a clear solution has formed. 8 g of sodium bicarbonate are added to the solution. 25 g (89%) of 2,4-dioxo-hexahydro-1,3,5-trimethyl-6-[2-hydroxy-4-amino-phenyl]-s-triazine precipitate out as white crystals, which, after they have been dissolved in aqueous hydrochloric acid and the solution has been clarified wi... Reactants: Amide, CN1CCNCC1 (1-methylpiperazine), ester, COC(=O)C=1C(=CC=C(C1)C=1SC=C(N1)C1=CC(=C(C=C1)Cl)Cl)C1=CC=C(C=C1)C(=O)O (4-[4-(3,4-dichloro-phenyl)-thiazol-2-yl]-biphenyl-2,4′-dicarboxylic acid 2-methyl ester), COC(=O)C=1C(=CC=C(C1)C=1SC=C(N1)C1=CC(=C(C=C1)Cl)Cl)C1=CC=C(C=C1)C(=O)O (4-[4-(3,4-dichloro-phenyl)-thiazol-2-yl]-biphenyl-2,4′-dicarboxylic acid 2-methyl ester). Product: ClC=1C=C(C=CC1Cl)C=1N=C(SC1)C=1C=C(C(=CC1)C1=CC=C(C=C1)C(=O)N1CCN(CC1)C)C(=O)O (4-[4-(3,4-dichloro-phenyl)-thiazol-2-yl]-4′-(4-methyl-piperazine-1-carbonyl)-biphenyl-2-carboxylic acid). Yield: 74.1%. Reaction SMILES: C[O:2][C:3]([C:5]1[C:6]([C:24]2[CH:29]=[CH:28][C:27]([C:30]([OH:32])=O)=[CH:26][CH:25]=2)=[CH:7][CH:8]=[C:9]([C:11]2[S:12][CH:13]=[C:14]([C:16]3[CH:21]=[CH:20][C:19]([Cl:22])=[C:18]([Cl:23])[CH:17]=3)[N:15]=2)[CH:10]=1)=[O:4].[CH3:33][N:34]1[CH2:39][CH2:38][NH:37][CH2:36][CH2:35]1>>[Cl:23][C:18]1[CH:17]=[C:16]([C:14]2[N:15]=[C:11]([C:9]3[CH:10]=[C:5]([C:3]([OH:2])=[O:4])[C:6]([C:24]4[CH:25]=[CH:26][C:27]([C:30]([N:37]5[CH2:38][CH2:39][N:34]([CH3:33])[CH2:35][CH2:36]5)=[O:32])=[CH:28][CH:29]=4)=[CH:7][CH:8]=3)[S:12][CH:13]=2)[CH:21]=[CH:20][C:19]=1[Cl:22]. Procedure details: Using the conditions of General Procedure E for Amide Coupling in Parallel Mode, 4-[4-(3,4-dichloro-phenyl)-thiazol-2-yl]-biphenyl-2,4′-dicarboxylic acid 2-methyl ester (which may be prepared as described for Intermediate 8; 100 mg, 0.21 mmol) was reacted with 1-methylpiperazine (available from Aldrich Chemical Company, Inc.; 62 mg, 0.62 mmol). The resulting ester was hydrolyzed and the acid was purified using HPLC Purification Conditions B to give 4-[4-(3,4-dichloro-phenyl)-thiazol-2-yl]-4′-(4-...